Task: describe an organic reaction: reactants, conditions, products, and yield. Dataset: the Open Reaction Database (ORD), a public repository of structured organic reaction records The reactants are C(C1=CC=CC=C1)OC=1C=C(C=CC1)CCCCO (4-(3-benzyloxyphenyl)butanol), CS(=O)(=O)Cl (methanesulfonylchloride). Product: CS(=O)(=O)OCCCCC1=CC(=CC=C1)OCC1=CC=CC=C1 (4-(3-benzyloxyphenyl)butyl methanesulfonate). Reaction SMILES: [CH2:1]([O:8][C:9]1[CH:10]=[C:11]([CH2:15][CH2:16][CH2:17][CH2:18][OH:19])[CH:12]=[CH:13][CH:14]=1)[C:2]1[CH:7]=[CH:6][CH:5]=[CH:4][CH:3]=1.[CH3:20][S:21](Cl)(=[O:23])=[O:22]>>[CH3:20][S:21]([O:19][CH2:18][CH2:17][CH2:16][CH2:15][C:11]1[CH:12]=[CH:13][CH:14]=[C:9]([O:8][CH2:1][C:2]2[CH:3]=[CH:4][CH:5]=[CH:6][CH:7]=2)[CH:10]=1)(=[O:23])=[O:22]. Procedure details: In substantially the same manner as in Reference Example 85, 4-(3-benzyloxyphenyl)butanol was allowed to react with methanesulfonylchloride to give 4-(3-benzyloxyphenyl)butyl methanesulfonate. The yield was quantative. Oily substance. Reactants: NC=1SC=C(N1)/C(/C(=O)NC1[C@@H]2N(C(=C(CS2)\C=C/C=2N=NSC2)C(=O)[O-])C1=O)=N/O.[Na+] (sodium 7-[(Z)-2-(2-aminothiazol-4-yl)-2-hydroxyiminoacetamido]-3-[(Z)-2-(1,2,3-thiadiazol-4-yl)vinyl]-3-cephem-4-carboxylate), C(C)(=O)OCCBr (2-bromoethyl acetate). The product is NC=1SC=C(N1)/C(/C(=O)NC1[C@@H]2N(C(=C(CS2)\C=C/C=2N=NSC2)C(=O)OC(C)OC(C)=O)C1=O)=N/O (1-acetyloxyethyl 7-[(Z)-2-(2-aminothiazol-4-yl)-2-hydroxyiminoacetamido]-3-[(Z)-2-(1,2,3-thiadiazol-4-yl)vinyl]-3-cephem-4-carboxylate). The yield is 23.1%. As a reaction SMILES: [NH2:1][C:2]1[S:3][CH:4]=[C:5](/[C:7](=[N:30]/[OH:31])/[C:8]([NH:10][CH:11]2[C:28](=[O:29])[N:13]3[C:14]([C:25]([O-:27])=[O:26])=[C:15](/[CH:18]=[CH:19]\[C:20]4[N:21]=[N:22][S:23][CH:24]=4)[CH2:16][S:17][C@H:12]23)=[O:9])[N:6]=1.[Na+].[C:33]([O:36][CH2:37][CH2:38]Br)(=[O:35])[CH3:34]>>[NH2:1][C:2]1[S:3][CH:4]=[C:5](/[C:7](=[N:30]/[OH:31])/[C:8]([NH:10][CH:11]2[C:28](=[O:29])[N:13]3[C:14]([C:25]([O:27][CH:37]([O:36][C:33](=[O:35])[CH3:34])[CH3:38])=[O:26])=[C:15](/[CH:18]=[CH:19]\[C:20]4[N:21]=[N:22][S:23][CH:24]=4)[CH2:16][S:17][C@H:12]23)=[O:9])[N:6]=1 |f:0.1|. Procedure: In like manner as in Example 20 sodium 7-[(Z)-2-(2-aminothiazol-4-yl)-2-hydroxyiminoacetamido]-3-[(Z)-2-(1,2,3-thiadiazol-4-yl)vinyl]-3-cephem-4-carboxylate (0.5 g) was reacted with DL-2-bromoethyl acetate (0.23 g) thereby DL-1-acetyloxyethyl 7-[(Z)-2-(2-aminothiazol-4-yl)-2-hydroxyiminoacetamido]-3-[(Z)-2-(1,2,3-thiadiazol-4-yl)vinyl]-3-cephem-4-carboxylate (0.13 g) was obtained. Starting materials: ice, [OH-].[Na+] (NaOH), Cl.C(N)(=O)C(CNC([C@@H](C[C@@H]([C@H](C[C@H](CC1=CC(=C(C=C1)OC)OCCCOC)C(C)C)N)O)C(C)C)=O)(C)C (5(S)-amino-4(S)-hydroxy-2(S),7(S)-diisopropyl-8-[4-methoxy-3-(3-methoxypropyloxy)-phenyl]-octanoic acid N-(2-carbamoyl-2,2-dimethyl-ethyl)-amide hydrochloride). Solvent: O (water). Yields the product C(N)(=O)C(CNC([C@@H](C[C@@H]([C@H](C[C@H](CC1=CC(=C(C=C1)OC)OCCCOC)C(C)C)N)O)C(C)C)=O)(C)C (5(S)-Amino-4(S)-hydroxy-2(S),7(S)-diisopropyl-8-[4-methoxy-3-(3-methoxypropyloxy)-phenyl]-octanoic acid N-(2-carbamoyl-2,2-dimethyl-ethyl)-amide). Reaction SMILES: [OH-].[Na+].Cl.[C:4]([C:7]([CH3:42])([CH3:41])[CH2:8][NH:9][C:10](=[O:40])[C@H:11]([CH:37]([CH3:39])[CH3:38])[CH2:12][C@H:13]([OH:36])[C@@H:14]([NH2:35])[CH2:15][C@@H:16]([CH:32]([CH3:34])[CH3:33])[CH2:17][C:18]1[CH:23]=[CH:22][C:21]([O:24][CH3:25])=[C:20]([O:26][CH2:27][CH2:28][CH2:29][O:30][CH3:31])[CH:19]=1)(=[O:6])[NH2:5]>O>[C:4]([C:7]([CH3:42])([CH3:41])[CH2:8][NH:9][C:10](=[O:40])[C@H:11]([CH:37]([CH3:38])[CH3:39])[CH2:12][C@H:13]([OH:36])[C@@H:14]([NH2:35])[CH2:15][C@@H:16]([CH:32]([CH3:34])[CH3:33])[CH2:17][C:18]1[CH:23]=[CH:22][C:21]([O:24][CH3:25])=[C:20]([O:26][CH2:27][CH2:28][CH2:29][O:30][CH3:31])[CH:19]=1)(=[O:6])[NH2:5] |f:0.1,2.3|. Procedure details: 20 g of ice and 12 ml of 2N NaOH are added in succession to a stirred solution of 2.35 g of 5(S)-amino-4(S)-hydroxy-2(S),7(S)-diisopropyl-8-[4-methoxy-3-(3-methoxypropyloxy)-phenyl]-octanoic acid N-(2-carbamoyl-2,2-dimethyl-ethyl)-amide hydrochloride (Example 137) in 20 ml of water, and the mixture is then extracted with 3×50 ml of tertbutyl methyl ether. The combined organic phases are dried With magnesium sulfate and concentrated by evaporation. 0.232 g of fumaric acid is added to the evaporat... The reactants are CCC(C(=O)[O-])N1C(=O)C2(COc3cc4c(cc32)CCO4)c2c(Cl)cccc21, CCC(C(=O)[O-])N1C(=O)C2(COc3cc4c(cc32)OCO4)c2ccccc21. Yields the product O=C(O)CN1C(=O)C2(COc3cc4c(cc32)CCO4)c2c(Cl)cccc21. As a reaction SMILES: [CH2:1]([CH3:2])[CH:3]([C:4](=[O:5])[O-:6])[N:7]1[C:8](=[O:28])[C:9]2([c:10]3[c:11]([cH:14][c:15]4[c:19]([cH:20]3)[CH2:18][CH2:17][O:16]4)[O:12][CH2:13]2)[c:21]2[c:22]([Cl:27])[cH:23][cH:24][cH:25][c:26]21.[CH2:29]([CH:30]([N:31]1[c:32]2[c:33]([cH:34][cH:35][cH:36][cH:37]2)[C:38]2([c:39]3[cH:40][c:41]4[c:45]([cH:46][c:47]3[O:48][CH2:49]2)[O:44][CH2:43][O:42]4)[C:50]1=[O:51])[C:52]([O-:53])=[O:54])[CH3:55]>>[CH2:3]([C:4](=[O:5])[OH:6])[N:7]1[C:8](=[O:28])[C:9]2([c:10]3[c:11]([cH:14][c:15]4[c:19]([cH:20]3)[CH2:18][CH2:17][O:16]4)[O:12][CH2:13]2)[c:21]2[c:22]([Cl:27])[cH:23][cH:24][cH:25][c:26]21. The reactants are C1COCCN1, CC#N, O=[N+]([O-])c1cc(F)c(F)c(F)c1. Yields the product O=[N+]([O-])c1cc(F)c(N2CCOCC2)c(F)c1. RXN SMILES: [CH2:1]1[CH2:2][O:3][CH2:4][CH2:5][NH:6]1.[CH3:19][C:20]#[N:21].[F:7][c:8]1[cH:9][c:10]([N+:16](=[O:17])[O-:18])[cH:11][c:12]([F:15])[c:13]1[F:14]>>[CH2:1]1[CH2:2][O:3][CH2:4][CH2:5][N:6]1[c:13]1[c:8]([F:7])[cH:9][c:10]([N+:16](=[O:17])[O-:18])[cH:11][c:12]1[F:15]. The reactants are O=C1[C@H]([C@@H](CCC[C@H](CO)C)C)[C@]2(CC[C@@H]3[C@]4(CC[C@@H](CC4=CC[C@H]3[C@@H]2C1)O)C)C ((25R)-16-OXO-26-HYDROXYCHOLESTEROL), C1(=CC=C(C=C1)S(=O)(=O)Cl)C (p-toluenesulfonyl chloride). Run in O (water). Conditions: time 5 hour. Product: O[C@@H]1[C@H]([C@@H](CCC[C@H](CO)C)C)[C@]2(CC[C@@H]3[C@]4(CC[C@@H](CC4=CC[C@H]3[C@@H]2C1)O)C)C ((25R)-16β, 26-dihydroxycholesterol). Yield: 160.7%. Reaction SMILES: [O:1]=[C:2]1[CH2:27][C@@H:26]2[C@:13]([CH3:30])([CH2:14][CH2:15][C@H:16]3[C@H:25]2[CH2:24][CH:23]=[C:22]2[C@:17]3([CH3:29])[CH2:18][CH2:19][C@H:20]([OH:28])[CH2:21]2)[C@H:3]1[C@H:4]([CH3:12])[CH2:5][CH2:6][CH2:7][C@@H:8]([CH3:11])[CH2:9][OH:10].C1(C)C=CC(S(Cl)(=O)=O)=CC=1>O>[OH:1][C@H:2]1[CH2:27][C@@H:26]2[C@:13]([CH3:30])([CH2:14][CH2:15][C@H:16]3[C@H:25]2[CH2:24][CH:23]=[C:22]2[C@:17]3([CH3:29])[CH2:18][CH2:19][C@H:20]([OH:28])[CH2:21]2)[C@H:3]1[C@H:4]([CH3:12])[CH2:5][CH2:6][CH2:7][C@@H:8]([CH3:11])[CH2:9][OH:10]. Reported procedure: To a solution of (25R)-26-hydroxy-16-oxocholesterol (9) (4.52 mmoles in pyridine (20 ml)), cooled in an ice bath, p-toluenesulfonyl chloride (3.44 g, 18.0 mmoles) is added mixture is stirred for 5 hours at room temperature. The reaction mixture is then poured into water and extracted with ether. The organic layer is washed with 2N HCl and water, dried over sodium sulfate, and evaporated under reduced pressure to yield 3.04 g (93%) of (25R)-16β, 26-dihydroxycholesterol 3β, 26-ditosylate (7) as an... The reactants are C([O-])([O-])=O.[K+].[K+] (potassium carbonate), BrCCO (2-bromo-ethanol), ClC1=CC=C(CC=2N=C(C3=C(N2)OC(=N3)C3=CC(=C(C(=C3)C)O)C)OCCC)C=C1 (4-[5-(4-chloro-benzyl)-7-propoxy-oxazolo[5,4-d]pyrimidin-2-yl]2,6-dimethyl-phenol). Solvent: CN(C=O)C (dimethylformamide). Reaction conditions: temperature 60 celsius. The product is ClC1=CC=C(CC=2N=C(C3=C(N2)OC(=N3)C3=CC(=C(OCCO)C(=C3)C)C)OCCC)C=C1 (2-{4-[5-(4-Chloro-benzyl)-7-propoxy-oxazolo[5,4-d]pyrimidin-2-yl]-2,6-dimethyl-phenoxy}-ethanol). Yield: 4.9%. RXN SMILES: C(=O)([O-])[O-].[K+].[K+].Br[CH2:8][CH2:9][OH:10].[Cl:11][C:12]1[CH:40]=[CH:39][C:15]([CH2:16][C:17]2[N:18]=[C:19]([O:35][CH2:36][CH2:37][CH3:38])[C:20]3[N:25]=[C:24]([C:26]4[CH:31]=[C:30]([CH3:32])[C:29]([OH:33])=[C:28]([CH3:34])[CH:27]=4)[O:23][C:21]=3[N:22]=2)=[CH:14][CH:13]=1>CN(C)C=O>[Cl:11][C:12]1[CH:40]=[CH:39][C:15]([CH2:16][C:17]2[N:18]=[C:19]([O:35][CH2:36][CH2:37][CH3:38])[C:20]3[N:25]=[C:24]([C:26]4[CH:27]=[C:28]([CH3:34])[C:29]([O:33][CH2:8][CH2:9][OH:10])=[C:30]([CH3:32])[CH:31]=4)[O:23][C:21]=3[N:22]=2)=[CH:14][CH:13]=1 |f:0.1.2|. Procedure: 130 mg of potassium carbonate and 32.4 mg of 2-bromo-ethanol were added to a solution of 100 mg of 4-[5-(4-chloro-benzyl)-7-propoxy-oxazolo[5,4-d]pyrimidin-2-yl]2,6-dimethyl-phenol in 3 ml of dimethylformamide. The reaction mixture was heated to 60° C. for 3 h. After filtration, the solvent was removed in vacuo. Preparative HPLC (method HPLC1) of the residue yielded 5.4 mg of the title compound.